From a dataset of the Open Reaction Database (ORD), a public repository of structured organic reaction records. describe an organic reaction: reactants, conditions, products, and yield The reactants are CC(=O)O (HOAc), N[C@@H]1[C@@H](CCCC1)NC=1N=C(C(=NC1)C#N)NC1=CC(=CC=C1)C1=NC=CC=N1 (5-((1R,2S)-2-aminocyclohexylamino)-3-(3-(pyrimidin-2-yl)phenylamino)pyrazine-2-carbonitrile), [OH-].[Na+] (NaOH), OO (H2O2). The solvent is CCO (EtOH), CS(=O)C (DMSO). Reaction conditions: time 30 minute. Yields the product N[C@@H]1[C@@H](CCCC1)NC=1N=C(C(=NC1)C(=O)N)NC1=CC(=CC=C1)C1=NC=CC=N1 (5-((1R,2S)-2-aminocyclohexylamino)-3-(3-(pyrimidin-2-yl)phenylamino)pyrazine-2-carboxamide). Reaction SMILES: [NH2:1][C@H:2]1[CH2:7][CH2:6][CH2:5][CH2:4][C@H:3]1[NH:8][C:9]1[N:10]=[C:11]([NH:17][C:18]2[CH:23]=[CH:22][CH:21]=[C:20]([C:24]3[N:29]=[CH:28][CH:27]=[CH:26][N:25]=3)[CH:19]=2)[C:12]([C:15]#[N:16])=[N:13][CH:14]=1.[OH-].[Na+].OO.CC(O)=[O:36]>CCO.CS(C)=O>[NH2:1][C@H:2]1[CH2:7][CH2:6][CH2:5][CH2:4][C@H:3]1[NH:8][C:9]1[N:10]=[C:11]([NH:17][C:18]2[CH:23]=[CH:22][CH:21]=[C:20]([C:24]3[N:29]=[CH:28][CH:27]=[CH:26][N:25]=3)[CH:19]=2)[C:12]([C:15]([NH2:16])=[O:36])=[N:13][CH:14]=1 |f:1.2|. Reported procedure: The compound 5-((1R,2S)-2-aminocyclohexylamino)-3-(3-(pyrimidin-2-yl)phenylamino)pyrazine-2-carbonitrile (60 mg) was dissolved in EtOH (2 mL) and DMSO (1 mL), aq. 1N NaOH (1.0 mL) and aq. H2O2 (50%, 1.0 mL) were added. The mixture was stirred at room temperature for 30 min. HOAc (0.5 mL) was added. The mixture was then concentrated in vacuo. The residue was purified by HPLC to give the titled compound (47 mg). MS 405.3 (M+H); UV 202.9, 254.8, 304.6 nm; t 0.471 min. The reactants are (R)-(-)-2-decanol stearic acid ester, C(CCCCCCCCCCCCCCCCC)(=O)OC(C)C (isopropyl stearate), C(CCCCCCCCCCCCCCC)O (palmityl alcohol). Run at temperature 90 celsius, time 24 hour. Yields the product C[C@H](CCCCCCCC)O ((R)-(-)-2-decanol). Yield: 72.0%. As a reaction SMILES: [C:1]([O:20]C(C)C)(=O)[CH2:2][CH2:3][CH2:4][CH2:5][CH2:6][CH2:7][CH2:8][CH2:9]CCCCCCCCC.[CH2:24](O)CCCCCCCCCCCCCCC>>[CH3:24][C@@H:1]([OH:20])[CH2:2][CH2:3][CH2:4][CH2:5][CH2:6][CH2:7][CH2:8][CH3:9]. Procedure: To the distillation residue, i.e., a mixture of (R)-(-)-2-decanol stearic acid ester and unreacted isopropyl stearate, were added 200 g of palmityl alcohol and 3 g of Lipase PL. After the particle size of the enzyme was regulated by ultrasonication in the same manner as described above, the mixture was stirred at 90° C. and 250 rpm under reduced pressure of 2 mmHg for 24 hours to carry out interesterification while recovering the distillate to obtain free (R)-(-)-2-decanol with high purity (yiel... Starting materials: O=C([O-])[O-], COc1ccc2c(OCc3nnc4ccc(Cl)nn34)ccnc2c1, CC(NC(=O)OC(C)(C)C)c1ccc(B2OC(C)(C)C(C)(C)O2)cc1Cl, [Cs+], [Cs+], CN(C)C=O, O. The product is COc1ccc2c(OCc3nnc4ccc(-c5ccc(C(C)NC(=O)OC(C)(C)C)c(Cl)c5)nn34)ccnc2c1. RXN SMILES: [C:51](=[O:52])([O-:53])[O-:54].[Cl:1][c:2]1[cH:3][cH:4][c:5]2[n:6]([n:7]1)[c:8]([CH2:11][O:12][c:13]1[cH:14][cH:15][n:16][c:17]3[cH:18][c:19]([O:23][CH3:24])[cH:20][cH:21][c:22]13)[n:9][n:10]2.[Cl:25][c:26]1[c:27]([CH:41]([CH3:42])[NH:43][C:44]([O:45][C:46]([CH3:47])([CH3:48])[CH3:49])=[O:50])[cH:28][cH:29][c:30]([B:32]2[O:33][C:34]([CH3:35])([CH3:36])[C:37]([CH3:38])([CH3:39])[O:40]2)[cH:31]1.[Cs+:55].[Cs+:56].[O:57]=[CH:58][N:59]([CH3:60])[CH3:61].[OH2:62]>>[c:2]1(-[c:30]2[cH:29][cH:28][c:27]([CH:41]([CH3:42])[NH:43][C:44]([O:45][C:46]([CH3:47])([CH3:48])[CH3:49])=[O:50])[c:26]([Cl:25])[cH:31]2)[cH:3][cH:4][c:5]2[n:6]([n:7]1)[c:8]([CH2:11][O:12][c:13]1[cH:14][cH:15][n:16][c:17]3[cH:18][c:19]([O:23][CH3:24])[cH:20][cH:21][c:22]13)[n:9][n:10]2. Product: NC(=O)c1nc(-c2c(F)cccc2F)oc1-c1ccc(OCCNCCO)cc1. Starting materials: OCCNCc1ccccc1, CS(C)=O, CO, NC(=O)c1nc(-c2c(F)cccc2F)oc1-c1ccc(OCCCl)cc1. RXN SMILES: [CH2:27]([c:28]1[cH:29][cH:30][cH:31][cH:32][cH:33]1)[NH:34][CH2:35][CH2:36][OH:37].[CH3:38][S:39]([CH3:40])=[O:41].[CH3:42][OH:43].[Cl:1][CH2:2][CH2:3][O:4][c:5]1[cH:6][cH:7][c:8](-[c:11]2[c:12]([C:24](=[O:25])[NH2:26])[n:13][c:14](-[c:16]3[c:17]([F:23])[cH:18][cH:19][cH:20][c:21]3[F:22])[o:15]2)[cH:9][cH:10]1>>[CH2:2]([CH2:3][O:4][c:5]1[cH:6][cH:7][c:8](-[c:11]2[c:12]([C:24](=[O:25])[NH2:26])[n:13][c:14](-[c:16]3[c:17]([F:23])[cH:18][cH:19][cH:20][c:21]3[F:22])[o:15]2)[cH:9][cH:10]1)[NH:34][CH2:35][CH2:36][OH:37].